This data is from the Open Reaction Database (ORD), a public repository of structured organic reaction records. The task is: describe an organic reaction: reactants, conditions, products, and yield Reactants: CI, CCOC(C)=O, CN(C)C(=O)NCCCOc1ccc(F)cc1[N+](=O)[O-], [H-], [Na+], CN(C)C=O, O. Yields the product CN(C)C(=O)N(C)CCCOc1ccc(F)cc1[N+](=O)[O-]. RXN SMILES: [CH3:28][I:29].[CH3:30][CH2:31][O:32][C:33](=[O:34])[CH3:35].[F:8][c:9]1[cH:10][c:11]([N+:25](=[O:26])[O-:27])[c:12]([O:13][CH2:14][CH2:15][CH2:16][NH:17][C:18]([N:19]([CH3:20])[CH3:21])=[O:22])[cH:23][cH:24]1.[H-:1].[Na+:2].[O:3]=[CH:4][N:5]([CH3:6])[CH3:7].[OH2:36]>>[CH3:4][N:17]([CH2:16][CH2:15][CH2:14][O:13][c:12]1[c:11]([N+:25](=[O:26])[O-:27])[cH:10][c:9]([F:8])[cH:24][cH:23]1)[C:18]([N:19]([CH3:20])[CH3:21])=[O:22].